This data is from the Open Reaction Database (ORD), a public repository of structured organic reaction records. The task is: describe an organic reaction: reactants, conditions, products, and yield Starting materials: C(C)(C)N(CC)C(C)C (diisopropylethylamine), NaHCO-3, CC1=NNC(=C1)NC1=NC(=NC(=C1)Cl)SC1=CC=C(C=C1)NC(=O)C1CCCC1 (N-(4-(4-(3-methyl-1H-pyrazol-5-ylamino)-6-chloropyrimidin-2-ylthio)phenyl)cyclopentanecarboxamide), Cl.C1(CC1)C1(CNC1)O (3-cyclopropyl azetidin-3-ol hydrochloride). The solvent is CCOC(=O)C (EtOAc), CCCCO (n-BuOH). Reaction conditions: temperature 100 celsius. Yields the product CC1=NNC(=C1)NC1=NC(=NC(=C1)N1CC(C1)(O)C1CC1)SC1=CC=C(C=C1)NC(=O)C1CCCC1 (N-(4-((4-(3-methyl-1H-pyrazol-5-ylamino)-6-(3-cyclopropyl-3-hydroxyazetidin-1-yl)pyrimidin-2-yl)sulfanyl)phenyl)cyclopentanecarboxamide), solid. Isolated yield 30.0%. Reaction SMILES: [CH3:1][C:2]1[CH:6]=[C:5]([NH:7][C:8]2[CH:13]=[C:12](Cl)[N:11]=[C:10]([S:15][C:16]3[CH:21]=[CH:20][C:19]([NH:22][C:23]([CH:25]4[CH2:29][CH2:28][CH2:27][CH2:26]4)=[O:24])=[CH:18][CH:17]=3)[N:9]=2)[NH:4][N:3]=1.Cl.[CH:31]1([C:34]2([OH:38])[CH2:37][NH:36][CH2:35]2)[CH2:33][CH2:32]1.C(N(C(C)C)CC)(C)C>CCCCO.CCOC(C)=O>[CH3:1][C:2]1[CH:6]=[C:5]([NH:7][C:8]2[CH:13]=[C:12]([N:36]3[CH2:37][C:34]([CH:31]4[CH2:33][CH2:32]4)([OH:38])[CH2:35]3)[N:11]=[C:10]([S:15][C:16]3[CH:21]=[CH:20][C:19]([NH:22][C:23]([CH:25]4[CH2:29][CH2:28][CH2:27][CH2:26]4)=[O:24])=[CH:18][CH:17]=3)[N:9]=2)[NH:4][N:3]=1 |f:1.2|. Procedure details: To a suspension of N-(4-(4-(3-methyl-1H-pyrazol-5-ylamino)-6-chloropyrimidin-2-ylthio)phenyl)cyclopentanecarboxamide (200 mg, 0.47 mmol) and 3-cyclopropyl azetidin-3-ol hydrochloride (70 mg, 0.47 mmol) in n-BuOH (5 ml) was added diisopropylethylamine (239 mg, 1.88 mmol, 0.30 ml). The mixture was heated to 100° C. for 16 hrs and then allowed to cool to room temperature and diluted with EtOAc (30 ml) and sat NaHCO-3. The organic layer washed with brine, dried (Na2SO4) and concentrated. Crude produ... Reactants: ClC=1C=C2C(CC(NC2=CC1)=O)(C1=CC=CC=C1)C (6-chloro-1,2,3,4-tetrahydro-4-methyl-2-oxo-4-phenylquinolin), [H-].[Na+] (sodium hydride), Cl (hydrochloric acid), CI (methyl iodide). Solvent: CN(C)C=O (DMF). Conditions: time 30 minute. The product is ClC=1C=C2C(CC(N(C2=CC1)C)=O)(C1=CC=CC=C1)C (6-chloro-1,2,3,4-tetrahydro-1,4-dimethyl-2-oxo-4-phenylquinolin). As a reaction SMILES: [Cl:1][C:2]1[CH:3]=[C:4]2[C:9](=[CH:10][CH:11]=1)[NH:8][C:7](=[O:12])[CH2:6][C:5]2([CH3:19])[C:13]1[CH:18]=[CH:17][CH:16]=[CH:15][CH:14]=1.[H-].[Na+].[CH3:22]I.Cl>CN(C=O)C>[Cl:1][C:2]1[CH:3]=[C:4]2[C:9](=[CH:10][CH:11]=1)[N:8]([CH3:22])[C:7](=[O:12])[CH2:6][C:5]2([CH3:19])[C:13]1[CH:14]=[CH:15][CH:16]=[CH:17][CH:18]=1 |f:1.2|. Procedure details: To a solution of 6-chloro-1,2,3,4-tetrahydro-4-methyl-2-oxo-4-phenylquinolin (6.0 g) in DMF (50 ml) was added sodium hydride (60% in oil) (0.98 g), followed by stirring at room temperature for 30 minutes. After this mixture was cooled to 0° C., methyl iodide (3 ml) was added, followed by stirring at room temperature for further 30 minutes. After dilute hydrochloric acid was added, the mixture was extracted with ethyl acetate. The extract was washed with water and then dried, after which the solv... Reactants: ClC(=O)OC1=C(C=CC=C1)CCl (2-chloromethylphenyl chloroformate), C1=CC=CC=C1 (benzene), F (hydrogen fluoride). Isolated yield 52.0%. Procedure details: 105 g (0.5 mol) of 2-chloromethylphenyl chloroformate are warmed to 40° C with 195 g (2.5 mols) of benzene in 100 ml of hydrogen fluoride for one hour and to 100° C for a further hour. After distillation in vacuo, 60 g (yield: 52%) of 2-benzylphenyl fluoroformate are obtained. 2nd reaction stage RXN SMILES: Cl[C:2]([O:4][C:5]1[CH:10]=[CH:9][CH:8]=[CH:7][C:6]=1[CH2:11]Cl)=[O:3].[CH:13]1[CH:18]=[CH:17][CH:16]=[CH:15][CH:14]=1.[FH:19]>>[F:19][C:2]([O:4][C:5]1[CH:10]=[CH:9][CH:8]=[CH:7][C:6]=1[CH2:11][C:13]1[CH:18]=[CH:17][CH:16]=[CH:15][CH:14]=1)=[O:3]. Product: FC(=O)OC1=C(C=CC=C1)CC1=CC=CC=C1 (2-benzylphenyl fluoroformate). The reactants are ClC1=CC=C2C=CC(=NC2=N1)N1C(C2=CC=CC=C2C1O)=O (2-(7-chloro-1,8-naphthyridin-2-yl)-3-hydroxy-1-isoindolinone), C(CCC)(=O)Cl (butyryl chloride). The solvent is N1=CC=CC=C1 (pyridine), C(Cl)Cl (methylene chloride). Yields the product C(CCC)(=O)OC1N(C(C2=CC=CC=C12)=O)C1=NC2=NC(=CC=C2C=C1)Cl (2-(7-chloro-1,8-naphthyridin-2-yl)-3-oxo-1-isoindolinyl butyrate). Isolated yield 43.4%. As a reaction SMILES: [Cl:1][C:2]1[N:11]=[C:10]2[C:5]([CH:6]=[CH:7][C:8]([N:12]3[CH:20]([OH:21])[C:19]4[C:14](=[CH:15][CH:16]=[CH:17][CH:18]=4)[C:13]3=[O:22])=[N:9]2)=[CH:4][CH:3]=1.[C:23](Cl)(=[O:27])[CH2:24][CH2:25][CH3:26]>C(Cl)Cl.N1C=CC=CC=1>[C:23]([O:22][CH:13]1[C:14]2[C:19](=[CH:18][CH:17]=[CH:16][CH:15]=2)[C:20](=[O:21])[N:12]1[C:8]1[CH:7]=[CH:6][C:5]2[C:10](=[N:11][C:2]([Cl:1])=[CH:3][CH:4]=2)[N:9]=1)(=[O:27])[CH2:24][CH2:25][CH3:26]. Reported procedure: The procedure is as in Example 30, but starting with 2-(7-chloro-1,8-naphthyridin-2-yl)-3-hydroxy-1-isoindolinone (6.4 g) in methylene chloride (320 cc), pyridine (48 cc) and butyryl chloride (12.8 g). After one recrystallization in isopropyl ether followed by two recrystallizations in acetonitrile, 2-(7-chloro-1,8-naphthyridin-2-yl)-3-oxo-1-isoindolinyl butyrate (3.4 g), m.p. 140° C., is obtained. Reactants: C(C)OC(C1=C(C=CC=C1)OC1=CC(=C(C=C1)CCCO)O)=O (2-[3-hydroxy-4-(3-hydroxypropyl)phenoxy]benzoic acid ethyl ester), C(CCCCCCCCC)I (decyl iodide), C([O-])([O-])=O.[K+].[K+] (potassium carbonate). The solvent is C(C)C(=O)C (methyl ethyl ketone). Product: C(C)OC(C1=C(C=CC=C1)OC1=CC(=C(C=C1)CCCO)OCCCCCCCCCC)=O (2-[3-(decyloxy)-4-(3-hydroxypropyl)phenoxy]benzoic acid ethyl ester). RXN SMILES: [CH2:1]([O:3][C:4](=[O:23])[C:5]1[CH:10]=[CH:9][CH:8]=[CH:7][C:6]=1[O:11][C:12]1[CH:17]=[CH:16][C:15]([CH2:18][CH2:19][CH2:20][OH:21])=[C:14]([OH:22])[CH:13]=1)[CH3:2].[CH2:24](I)[CH2:25][CH2:26][CH2:27][CH2:28][CH2:29][CH2:30][CH2:31][CH2:32][CH3:33].C(=O)([O-])[O-].[K+].[K+]>C(C(C)=O)C>[CH2:1]([O:3][C:4](=[O:23])[C:5]1[CH:10]=[CH:9][CH:8]=[CH:7][C:6]=1[O:11][C:12]1[CH:17]=[CH:16][C:15]([CH2:18][CH2:19][CH2:20][OH:21])=[C:14]([O:22][CH2:24][CH2:25][CH2:26][CH2:27][CH2:28][CH2:29][CH2:30][CH2:31][CH2:32][CH3:33])[CH:13]=1)[CH3:2] |f:2.3.4|. Procedure details: A mixture of 600 mg of 2-[3-hydroxy-4-(3-hydroxypropyl)phenoxy]benzoic acid ethyl ester, 0.4 ml of decyl iodide, and 0.26 g of potassium carbonate in 50 ml of methyl ethyl ketone was stirred at reflux overnight. After cooling to room temperature, the mixture was filtered and the filtrate concentrated in vacuo. Purification of the residue by column chromatography over silica gel eluting with 20% ethyl acetate in hexane provided 510 mg of the desired subtitled intermediate as an oil, MS, IR, NMR.